Dataset: the Open Reaction Database (ORD), a public repository of structured organic reaction records. Task: describe an organic reaction: reactants, conditions, products, and yield The reactants are CC=1C=C(C=C2C=NNC12)C=O (7-methylindazole-5-carboxaldehyde), CN(C1CCCCC1)C1CCCCC1 (N-methyl-dicyclohexylamine), COCCl (chloromethyl methyl ether). Run in C(C)(=O)OCC (ethyl acetate), O1CCCC1 (tetrahydrofuran), hexanes. Run at time 1 hour. Yields the product COCN1N=C2C(=CC(=CC2=C1)C=O)C (2-(Methoxymethyl)-7-methyl-2H-indazole-5-carbaldehyde). The yield is 58.0%. RXN SMILES: [CH3:1][C:2]1[CH:3]=[C:4]([CH:11]=[O:12])[CH:5]=[C:6]2[C:10]=1[NH:9][N:8]=[CH:7]2.CN(C1CCCCC1)C1CCCCC1.[CH3:27][O:28][CH2:29]Cl>O1CCCC1.C(OCC)(=O)C>[CH3:27][O:28][CH2:29][N:8]1[CH:7]=[C:6]2[C:10]([C:2]([CH3:1])=[CH:3][C:4]([CH:11]=[O:12])=[CH:5]2)=[N:9]1. Procedure: To a solution of 7-methylindazole-5-carboxaldehyde (8.80 g, 54.9 mmol) and N-methyl-dicyclohexylamine (23.6 mL, 110 mmol) in tetrahydrofuran (200 mL) at 0° C. was added chloromethyl methyl ether (7.50 mL, 1.8 equiv). The reaction was allowed to gradually warm to room temperature overnight. The reaction was concentrated, dissolved in diethyl ether, washed with water, then 1 M hydrochloric acid, then water, then brine, dried over magnesium sulfate, and concentrated to give an oil. The oil was diss... The reactants are Cn1ccc2cc(-c3ccc(S(=O)(=O)n4ccc(C=CC(=O)NOC5CCCCO5)c4)cc3)ccc21, CO, Cl. The product is Cn1ccc2cc(-c3ccc(S(=O)(=O)n4ccc(C=CC(=O)NO)c4)cc3)ccc21. Reaction SMILES: [CH3:1][n:2]1[cH:3][cH:4][c:5]2[cH:6][c:7](-[c:11]3[cH:12][cH:13][c:14]([S:17](=[O:18])(=[O:19])[n:20]4[cH:21][c:22]([CH:25]=[CH:26][C:27](=[O:28])[NH:29][O:30][CH:31]5[CH2:32][CH2:33][CH2:34][CH2:35][O:36]5)[cH:23][cH:24]4)[cH:15][cH:16]3)[cH:8][cH:9][c:10]12.[CH3:38][OH:39].[ClH:37]>>[CH3:1][n:2]1[cH:3][cH:4][c:5]2[cH:6][c:7](-[c:11]3[cH:12][cH:13][c:14]([S:17](=[O:18])(=[O:19])[n:20]4[cH:21][c:22]([CH:25]=[CH:26][C:27](=[O:28])[NH:29][OH:30])[cH:23][cH:24]4)[cH:15][cH:16]3)[cH:8][cH:9][c:10]12. The reactants are CS(=O)(=O)c1ccc(Oc2ccc3[nH]c(C(N)=O)cc3c2)cn1, COc1ccc(P2(=S)SP(=S)(c3ccc(OC)cc3)S2)cc1, C1CCOC1. Yields the product CS(=O)(=O)c1ccc(Oc2ccc3[nH]c(C(N)=S)cc3c2)cn1. RXN SMILES: [CH3:1][S:2](=[O:3])(=[O:4])[c:5]1[cH:6][cH:7][c:8]([O:11][c:12]2[cH:13][c:14]3[cH:15][c:16]([C:21](=[O:22])[NH2:23])[nH:17][c:18]3[cH:19][cH:20]2)[cH:9][n:10]1.[CH3:24][O:25][c:26]1[cH:27][cH:28][c:29]([P:30]2(=[S:33])[S:31][P:32]([c:34]3[cH:35][cH:36][c:37]([O:38][CH3:39])[cH:40][cH:41]3)(=[S:42])[S:43]2)[cH:44][cH:45]1.[O:46]1[CH2:47][CH2:48][CH2:49][CH2:50]1>>[CH3:1][S:2](=[O:3])(=[O:4])[c:5]1[cH:6][cH:7][c:8]([O:11][c:12]2[cH:13][c:14]3[cH:15][c:16]([C:21]([NH2:23])=[S:33])[nH:17][c:18]3[cH:19][cH:20]2)[cH:9][n:10]1. The reactants are [OH-].[K+] (potassium hydroxide), C(C=C(C)C)C1=CC=C(C=C1)C(C(=O)O)C (2-(p-prenylphenyl)propionic acid), C(CCC)Br (n-butyl bromide), O (water). Run in CN(P(N(C)C)(N(C)C)=O)C (hexamethylphosphoric triamide), C(C)O (ethyl alcohol). The product is C(C=C(C)C)C1=CC=C(C=C1)C(C(=O)OCCCC)C (n-butyl 2-(p-prenylphenyl)propionate). Yield: 63.1%. RXN SMILES: [OH-].[K+].[CH2:3](Br)[CH2:4][CH2:5][CH3:6].O.[CH2:9]([C:14]1[CH:19]=[CH:18][C:17]([CH:20]([CH3:24])[C:21]([OH:23])=[O:22])=[CH:16][CH:15]=1)[CH:10]=[C:11]([CH3:13])[CH3:12]>CN(C)P(=O)(N(C)C)N(C)C.C(O)C>[CH2:9]([C:14]1[CH:15]=[CH:16][C:17]([CH:20]([CH3:24])[C:21]([O:23][CH2:3][CH2:4][CH2:5][CH3:6])=[O:22])=[CH:18][CH:19]=1)[CH:10]=[C:11]([CH3:13])[CH3:12] |f:0.1|. Reported procedure: Six grams of powdered potassium hydroxide was dissolved in a mixture of 21.8 g of 2-(p-prenylphenyl)propionic acid in 125 ml of hexamethylphosphoric triamide and 125 ml of ethyl alcohol with stirring at room temperature. To the solution was added 27.4 g of n-butyl bromide and the mixture was stirred at room temperature for 24 hours. The mixture was poured into 500 ml of water and extracted with n-hexane. The extract was washed with 2 N hydrochloric acid, water, 5% aqueous sodium hydroxide and wa... Reactants: C(CCCCCC)(=O)Cl (heptanoyl chloride), C(CCCCC)C1=CC=C(C=C1)C=1SC(=NN1)C1=CC2=CC=C(C=C2C=C1)O (2-(4-hexylphenyl)-5-(6-hydroxynaphthalene-2-yl)-1,3,4-thiadiazole). Solvent: N1=CC=CC=C1 (pyridine). Conditions: time 8 hour. The product is C(CCCCC)C1=CC=C(C=C1)C=1SC(=NN1)C1=CC2=CC=C(C=C2C=C1)OC(CCCCCC)=O (2-(4-hexylphenyl)-5-(6-heptanoyloxynaphthalene-2-yl)-1,3,4-thiadiazole). Isolated yield 69.8%. RXN SMILES: [C:1](Cl)(=[O:8])[CH2:2][CH2:3][CH2:4][CH2:5][CH2:6][CH3:7].[CH2:10]([C:16]1[CH:21]=[CH:20][C:19]([C:22]2[S:23][C:24]([C:27]3[CH:36]=[CH:35][C:34]4[C:29](=[CH:30][CH:31]=[C:32]([OH:37])[CH:33]=4)[CH:28]=3)=[N:25][N:26]=2)=[CH:18][CH:17]=1)[CH2:11][CH2:12][CH2:13][CH2:14][CH3:15]>N1C=CC=CC=1>[CH2:10]([C:16]1[CH:21]=[CH:20][C:19]([C:22]2[S:23][C:24]([C:27]3[CH:36]=[CH:35][C:34]4[C:29](=[CH:30][CH:31]=[C:32]([O:37][C:1](=[O:8])[CH2:2][CH2:3][CH2:4][CH2:5][CH2:6][CH3:7])[CH:33]=4)[CH:28]=3)=[N:25][N:26]=2)=[CH:18][CH:17]=1)[CH2:11][CH2:12][CH2:13][CH2:14][CH3:15]. Procedure details: In a 30 ml-round-bottomed flask, 0.30 g (0.77 mM) of 2-(4-hexylphenyl)-5-(6-hydroxynaphthalene-2-yl)-1,3,4-thiadiazole was dissolved in 5 ml of pyridine. To the solution, 0.20 ml (1.29 mM) of heptanoyl chloride was added dropwise under cooling with an iced water bath and stirring. After the addition, the iced water bath was removed. Then, the mixture was stirred for 7 hours at room temperature and left standing overnight at room temperature. The resultant mixture was poured into 100 ml of iced w... RXN SMILES: [C:1]([NH:4][C@@H:5]1[CH2:11][C@:10]2([C:20]3[CH:25]=[CH:24][CH:23]=[CH:22][CH:21]=3)[N:12](CC3C=CC=CC=3)[C@H:6]1[CH2:7][CH2:8][C@@:9]2([N:42]=[N+:43]=[N-:44])[O:26][CH2:27][C:28]1[CH:33]=[C:32]([C:34]([F:37])([F:36])[F:35])[CH:31]=[C:30]([C:38]([F:41])([F:40])[F:39])[CH:29]=1)(=[O:3])[CH3:2].C(O)(=O)C.[ClH:49]>C(OCC)(=O)C.C(OCC)C.[OH-].[Pd+2].[OH-]>[ClH:49].[C:1]([NH:4][C@@H:5]1[CH2:11][C@:10]2([C:20]3[CH:25]=[CH:24][CH:23]=[CH:22][CH:21]=3)[NH:12][C@H:6]1[CH2:7][CH2:8][C@@:9]2([N:42]=[N+:43]=[N-:44])[O:26][CH2:27][C:28]1[CH:33]=[C:32]([C:34]([F:35])([F:36])[F:37])[CH:31]=[C:30]([C:38]([F:39])([F:40])[F:41])[CH:29]=1)(=[O:3])[CH3:2] |f:5.6.7,8.9|. Run in C(C)OCC (diethyl ether), C(C)OCC (diethyl ether), C(C)(=O)OCC (ethyl acetate). The reactants are Cl (hydrogen chloride), C(C)(=O)N[C@H]1[C@@H]2CC[C@]([C@](C1)(N2CC2=CC=CC=C2)C2=CC=CC=C2)(OCC2=CC(=CC(=C2)C(F)(F)F)C(F)(F)F)N=[N+]=[N-] ((1R*,2R*,5S*,6R*)-6-Acetamidoazido-8-benzyl-2-{[3,5-bis(trifluoromethyl)phenyl]methoxy}-1-phenyl-8-azabicyclo[3.2.1]octane), hydrochloride salt, C(C)(=O)O (acetic acid). Yields the product Cl.C(C)(=O)N[C@H]1[C@@H]2CC[C@]([C@](C1)(N2)C2=CC=CC=C2)(OCC2=CC(=CC(=C2)C(F)(F)F)C(F)(F)F)N=[N+]=[N-] ((1R*,2R*,5S*,6R*)-6-Acetamidoazido-2-{[3,5-bis(trifluoromethyl)phenyl]methoxy}-1-phenyl-8-azabicyclo[3.2.1]octane hydrochloride). Procedure details: (1R*,2R*,5S*,6R*)-6-Acetamidoazido-8-benzyl-2-{[3,5-bis(trifluoromethyl)phenyl]methoxy}-1-phenyl-8-azabicyclo[3.2.1]octane (Example 104; 240 mg, 0.40 mmol) was dissolved in ethyl acetate (10 ml) and glacial acetic acid (1 ml) then 10% palladium hydroxide (30 mg) added and the mixture hydrogenated at 45 psi overnight. The reaction mixture was then filtered and the mixture further hydrogenated with fresh catalyst (30 mg) overnight. The reaction mixture was filtered then concentrated in vacuo, basi... Reagents/catalysts: [OH-].[Pd+2].[OH-] (palladium hydroxide). Starting materials: ClCCl (dichloromethane), C(C)(=O)OC(C)=O (acetic anhydride), C(=O)O (formic acid), N1(CCNCC1)C1=C2CCC(NC2=CC=C1)=O (5-piperazinyl-3,4-dihydrocarbostyril). Run in O (water). Run at time 2 hour. Yields the product C(=O)N1CCN(CC1)C1=C2CCC(NC2=CC=C1)=O (5-(4-formyl-1-piperazinyl)-3,4-dihydrocarbostyril). As a reaction SMILES: [C:1](OC(=O)C)(=[O:3])C.C(O)=O.[N:11]1([C:17]2[CH:26]=[CH:25][CH:24]=[C:23]3[C:18]=2[CH2:19][CH2:20][C:21](=[O:27])[NH:22]3)[CH2:16][CH2:15][NH:14][CH2:13][CH2:12]1.ClCCl>O>[CH:1]([N:14]1[CH2:15][CH2:16][N:11]([C:17]2[CH:26]=[CH:25][CH:24]=[C:23]3[C:18]=2[CH2:19][CH2:20][C:21](=[O:27])[NH:22]3)[CH2:12][CH2:13]1)=[O:3]. Procedure details: A mixture of 1.22 ml of acetic anhydride and 0.5 ml of formic acid was stirred at 50°-60° C. for 2 hours. After cooling to room temperature, 1.0 g of 5-piperazinyl-3,4-dihydrocarbostyril was added portionwise to the reaction mixture, during which operation the product was solidified. To the solids was added 5 ml of dichloromethane and the mixture was stirred at room temperature for 2 hours. Then, a large amount of water was added thereto and the mixture was extracted with chloroform. After washi... The reactants are C(C1=CC=CC=C1)C=1C=C2C(NC(=NC2=CC1Cl)N1N=CC(=C1)C(=O)OCC)=O (ethyl 1-(6-benzyl-7-chloro-4-oxo-3,4-dihydroquinazolin-2-yl)-1H-pyrazole-4-carboxylate), N1CCCC1 (pyrrolidine). Product: C(C1=CC=CC=C1)C=1C=C2C(=NC(=NC2=CC1Cl)N1N=CC(=C1)C(=O)O)N1CCCC1 (1-(6-Benzyl-7-chloro-4-(pyrrolidin-1-yl)quinazolin-2-yl)-1H-pyrazole-4-carboxylic acid). As a reaction SMILES: [CH2:1]([C:8]1[CH:9]=[C:10]2[C:15](=[CH:16][C:17]=1[Cl:18])[N:14]=[C:13]([N:19]1[CH:23]=[C:22]([C:24]([O:26]CC)=[O:25])[CH:21]=[N:20]1)[NH:12][C:11]2=O)[C:2]1[CH:7]=[CH:6][CH:5]=[CH:4][CH:3]=1.[NH:30]1[CH2:34][CH2:33][CH2:32][CH2:31]1>>[CH2:1]([C:8]1[CH:9]=[C:10]2[C:15](=[CH:16][C:17]=1[Cl:18])[N:14]=[C:13]([N:19]1[CH:23]=[C:22]([C:24]([OH:26])=[O:25])[CH:21]=[N:20]1)[N:12]=[C:11]2[N:30]1[CH2:34][CH2:33][CH2:32][CH2:31]1)[C:2]1[CH:3]=[CH:4][CH:5]=[CH:6][CH:7]=1. Procedure: The above compound may be made analogous to Example 1 using ethyl 1-(6-benzyl-7-chloro-4-oxo-3,4-dihydroquinazolin-2-yl)-1H-pyrazole-4-carboxylate in step D and pyrrolidine in step E. MS (ESI): predicted mass calcd. for C23H20ClN5O2, 433.9